This data is from the Open Reaction Database (ORD), a public repository of structured organic reaction records. The task is: describe an organic reaction: reactants, conditions, products, and yield Reactants: COC(C(C1=CC=C(C=C1)OCCOC1=CC2=CC=CC=C2C=C1)=O)=O (4-[[2-(2-naphthalenyloxy)ethyl]oxy]-alpha-oxobenzeneacetic acid methyl ester), N(CCO)CCO (diethanolamine). Run in CO (methanol), O1CCCC1 (tetrahydrofuran). Yields the product OCCN(C(C(C1=CC=C(C=C1)OCCOC1=CC2=CC=CC=C2C=C1)=O)=O)CCO (N,N-bis(2-hydroxyethyl)-4-[[2-(2-naphthalenyloxy)ethyl]oxy]-alpha-oxobenzeneacetamide). Isolated yield 30.6%. Reaction SMILES: CO[C:3](=[O:26])[C:4](=[O:25])[C:5]1[CH:10]=[CH:9][C:8]([O:11][CH2:12][CH2:13][O:14][C:15]2[CH:24]=[CH:23][C:22]3[C:17](=[CH:18][CH:19]=[CH:20][CH:21]=3)[CH:16]=2)=[CH:7][CH:6]=1.[NH:27]([CH2:31][CH2:32][OH:33])[CH2:28][CH2:29][OH:30]>CO.O1CCCC1>[OH:30][CH2:29][CH2:28][N:27]([CH2:31][CH2:32][OH:33])[C:3](=[O:26])[C:4](=[O:25])[C:5]1[CH:6]=[CH:7][C:8]([O:11][CH2:12][CH2:13][O:14][C:15]2[CH:24]=[CH:23][C:22]3[C:17](=[CH:18][CH:19]=[CH:20][CH:21]=3)[CH:16]=2)=[CH:9][CH:10]=1. Procedure details: A solution of 4-[[2-(2-naphthalenyloxy)ethyl]oxy]-alpha-oxobenzeneacetic acid methyl ester (0.5 g) in methanol (40 mL) and tetrahydrofuran (10 mL) was treated with diethanolamine (0. 162 g) and the mixture was refluxed for 18 hours. The solvents were removed by evaporation and the residue was crystallized from acetone to give 0.185 g of N,N-bis(2-hydroxyethyl)-4-[[2-(2-naphthalenyloxy)ethyl]oxy]-alpha-oxobenzeneacetamide as a colorless solid, mp 128°-133° C. The reactants are COC=1C=C2C(=CC=NC2=CC1OC)OC1=CC=C(C=C1)N (6,7-Dimethoxy-4-(4-aminophenoxy)quinoline), FC1=CC=C(C=C1)N=C=O (4-fluorophenyl isocyanate). Run in C1(=CC=CC=C1)C (toluene). The product is FC1=CC=C(C=C1)NC(=O)NC1=CC=C(C=C1)OC1=CC=NC2=CC(=C(C=C12)OC)OC (N-(4-Fluorophenyl)-N'-{4-[(6,7-dimethoxy-4-quinolinyl)oxy]phenyl}urea). Yield: 48.0%. As a reaction SMILES: [CH3:1][O:2][C:3]1[CH:4]=[C:5]2[C:10](=[CH:11][C:12]=1[O:13][CH3:14])[N:9]=[CH:8][CH:7]=[C:6]2[O:15][C:16]1[CH:21]=[CH:20][C:19]([NH2:22])=[CH:18][CH:17]=1.[F:23][C:24]1[CH:29]=[CH:28][C:27]([N:30]=[C:31]=[O:32])=[CH:26][CH:25]=1>C1(C)C=CC=CC=1>[F:23][C:24]1[CH:29]=[CH:28][C:27]([NH:30][C:31]([NH:22][C:19]2[CH:18]=[CH:17][C:16]([O:15][C:6]3[C:5]4[C:10](=[CH:11][C:12]([O:13][CH3:14])=[C:3]([O:2][CH3:1])[CH:4]=4)[N:9]=[CH:8][CH:7]=3)=[CH:21][CH:20]=2)=[O:32])=[CH:26][CH:25]=1. Reported procedure: 6,7-Dimethoxy-4-(4-aminophenoxy)quinoline (54 mg) was dissolved in toluene (3 ml) with heat, 4-fluorophenyl isocyanate (0.2 ml) was added, and the admixture was refluxed with heat for 70 minutes. The separated crystals were filtered and washed with toluene to obtain 38 mg of the title compound (yield: 48%). Starting materials: COC=1C=CC(=CC1)P2(=S)SP(=S)(S2)C=3C=CC(=CC3)OC (Lawesson's Reagent), O=C1NC2=C(CC[C@H]1NC(OCC1=CC=CC=C1)=O)C=CC=C2 (benzyl N-[(3R)-2-oxo-1,3,4,5-tetrahydro-1-benzazepin-3-yl]carbamate). Solvent: C1(=CC=CC=C1)C (toluene). Yields the product S=C1NC2=C(CCC1NC(OCC1=CC=CC=C1)=O)C=CC=C2 (Benzyl N-(2-thioxo-1,3,4,5-tetrahydro-1-benzazepin-3-yl)carbamate). Isolated yield 104.3%. Reaction SMILES: COC1C=CC(P2(SP(C3C=CC(OC)=CC=3)(=S)S2)=[S:10])=CC=1.O=[C:24]1[C@H:30]([NH:31][C:32](=[O:41])[O:33][CH2:34][C:35]2[CH:40]=[CH:39][CH:38]=[CH:37][CH:36]=2)[CH2:29][CH2:28][C:27]2[CH:42]=[CH:43][CH:44]=[CH:45][C:26]=2[NH:25]1>C1(C)C=CC=CC=1>[S:10]=[C:24]1[CH:30]([NH:31][C:32](=[O:41])[O:33][CH2:34][C:35]2[CH:40]=[CH:39][CH:38]=[CH:37][CH:36]=2)[CH2:29][CH2:28][C:27]2[CH:42]=[CH:43][CH:44]=[CH:45][C:26]=2[NH:25]1. Procedure details: Add Lawesson's Reagent (6.52 g, 16.11 mmol) to a solution of benzyl N-[(3R)-2-oxo-1,3,4,5-tetrahydro-1-benzazepin-3-yl]carbamate (10.0 g, 32.22 mmol) in toluene (120 mL) and heat the reaction under nitrogen at 100° C. for 2.5 hours. Allow the reaction to cool and collect the precipitate by filtration. Wash (ether) the cake and dry it in a vacuum oven to give the title compound (5.5 g, 16.8 mmol). Concentrate the filtrate under reduced pressure and purify it by flash chromatography (30% hexane/CH... Yields the product NC1=NC2(CO1)c1cc(Br)ccc1Oc1ccc(-c3ccccc3)cc12. Starting materials: NC1=NC2(CO1)c1cc(Br)ccc1Oc1ccc(I)cc12, CCOC(C)=O, C1COCCO1, O, OB(O)c1ccccc1. Reaction SMILES: [Br:1][c:2]1[cH:3][c:4]2[c:5]([cH:6][cH:7]1)[O:8][c:9]1[cH:10][cH:11][c:12]([I:21])[cH:13][c:14]1[C:15]21[N:16]=[C:17]([NH2:20])[O:18][CH2:19]1.[CH3:38][CH2:39][O:40][C:41](=[O:42])[CH3:43].[O:31]1[CH2:32][CH2:33][O:34][CH2:35][CH2:36]1.[OH2:37].[OH:22][B:23]([OH:24])[c:25]1[cH:26][cH:27][cH:28][cH:29][cH:30]1>>[Br:1][c:2]1[cH:3][c:4]2[c:5]([cH:6][cH:7]1)[O:8][c:9]1[cH:10][cH:11][c:12](-[c:25]3[cH:26][cH:27][cH:28][cH:29][cH:30]3)[cH:13][c:14]1[C:15]21[N:16]=[C:17]([NH2:20])[O:18][CH2:19]1.